From a dataset of the Open Reaction Database (ORD), a public repository of structured organic reaction records. describe an organic reaction: reactants, conditions, products, and yield The reactants are ice water, ClC1=C(C=C(C(=C1)F)N1C(N(C(=CC1=O)C(F)(F)F)C)=O)O (2-chloro-4-fluoro-5-[3-methyl-2,6-dioxo-4-(trifluoromethyl)-1,2,3,6-tetrahydropyrimidin-1-yl]phenol), ClC1=NC=NC(=C1)OC(C)C(=O)OC (4-chloro-6-[1-(methoxycarbonyl)ethoxy]pyrimidine), C([O-])([O-])=O.[K+].[K+] (potassium carbonate). Solvent: CN(C=O)C (N,N-dimethylformamide). Run at temperature 60 celsius, time 2 hour. Product: ClC1=C(OC2=NC=NC(=C2)OC(C(=O)OC)C)C=C(C(=C1)F)N1C(N(C(=CC1=O)C(F)(F)F)C)=O (methyl 2-([4-{2-chloro-4-fluoro-5-[3-methyl-2,6-dioxo-4-(trifluoromethyl)-1,2,3,6-tetrahydropyrimidin-1-yl]phenoxy}pyrimidin-6-yl]oxy)propionate). Isolated yield 19.5%. As a reaction SMILES: [Cl:1][C:2]1[CH:7]=[C:6]([F:8])[C:5]([N:9]2[C:14](=[O:15])[CH:13]=[C:12]([C:16]([F:19])([F:18])[F:17])[N:11]([CH3:20])[C:10]2=[O:21])=[CH:4][C:3]=1[OH:22].Cl[C:24]1[CH:29]=[C:28]([O:30][CH:31]([C:33]([O:35][CH3:36])=[O:34])[CH3:32])[N:27]=[CH:26][N:25]=1.C(=O)([O-])[O-].[K+].[K+]>CN(C)C=O>[Cl:1][C:2]1[CH:7]=[C:6]([F:8])[C:5]([N:9]2[C:14](=[O:15])[CH:13]=[C:12]([C:16]([F:18])([F:19])[F:17])[N:11]([CH3:20])[C:10]2=[O:21])=[CH:4][C:3]=1[O:22][C:24]1[CH:29]=[C:28]([O:30][CH:31]([CH3:32])[C:33]([O:35][CH3:36])=[O:34])[N:27]=[CH:26][N:25]=1 |f:2.3.4|. Procedure: 338 mg of 2-chloro-4-fluoro-5-[3-methyl-2,6-dioxo-4-(trifluoromethyl)-1,2,3,6-tetrahydropyrimidin-1-yl]phenol and 216 mg of 4-chloro-6-[1-(methoxycarbonyl)ethoxy]pyrimidine were dissolved in 2 ml of N,N-dimethylformamide, to this solution was added 150 mg of potassium carbonate, and the mixture was stirred for 2 hours at 60° C. The reaction solution was cooled to room temperature, then, this reaction solution was poured into ice water, and extracted with ethyl acetate. The organic layer was wash... Reactants: BrCCc1c[nH]c2ccccc12, c1ccc2c(c1)CCCN2, ClC(Cl)Cl. Product: c1ccc2c(c1)CCCN2CCc1c[nH]c2ccccc12. RXN SMILES: [Br:11][CH2:12][CH2:13][c:14]1[cH:15][nH:16][c:17]2[cH:18][cH:19][cH:20][cH:21][c:22]12.[CH2:1]1[CH2:2][NH:3][c:4]2[cH:5][cH:6][cH:7][cH:8][c:9]2[CH2:10]1.[CH:23]([Cl:24])([Cl:25])[Cl:26]>>[CH2:1]1[CH2:2][N:3]([CH2:12][CH2:13][c:14]2[cH:15][nH:16][c:17]3[cH:18][cH:19][cH:20][cH:21][c:22]23)[c:4]2[cH:5][cH:6][cH:7][cH:8][c:9]2[CH2:10]1. Reactants: CN(C)Cc1cccc(CSCCN2C(=O)c3ccccc3C2=O)n1, CO, NN, O. Yields the product CN(C)Cc1cccc(CSCCN)n1. As a reaction SMILES: [CH3:1][N:2]([CH3:3])[CH2:4][c:5]1[cH:6][cH:7][cH:8][c:9]([CH2:11][S:12][CH2:13][CH2:14][N:15]2[C:16](=[O:17])[c:18]3[cH:19][cH:20][cH:21][cH:22][c:23]3[C:24]2=[O:25])[n:10]1.[CH3:29][OH:30].[NH2:27][NH2:28].[OH2:26]>>[CH3:1][N:2]([CH3:3])[CH2:4][c:5]1[cH:6][cH:7][cH:8][c:9]([CH2:11][S:12][CH2:13][CH2:14][NH2:15])[n:10]1. Starting materials: O=C([O-])[O-], CC1CN(C(=O)OCc2ccccc2)C12CCCNC2, Clc1ncnc2[nH]ccc12, [K+], [K+], O. Product: CC1CN(C(=O)OCc2ccccc2)C12CCCN(c1ncnc3[nH]ccc13)C2. RXN SMILES: [C:31](=[O:32])([O-:33])[O-:34].[CH2:1]([c:2]1[cH:3][cH:4][cH:5][cH:6][cH:7]1)[O:8][C:9](=[O:10])[N:11]1[CH2:12][CH:13]([CH3:20])[C:14]12[CH2:15][NH:16][CH2:17][CH2:18][CH2:19]2.[Cl:21][c:22]1[c:23]2[c:24]([n:25][cH:26][n:27]1)[nH:28][cH:29][cH:30]2.[K+:35].[K+:36].[OH2:37]>>[CH2:1]([c:2]1[cH:3][cH:4][cH:5][cH:6][cH:7]1)[O:8][C:9](=[O:10])[N:11]1[CH2:12][CH:13]([CH3:20])[C:14]12[CH2:15][N:16]([c:22]1[c:23]3[c:24]([n:25][cH:26][n:27]1)[nH:28][cH:29][cH:30]3)[CH2:17][CH2:18][CH2:19]2. As a reaction SMILES: [Al+3:2].[Br:5][CH2:6][C:7](=[O:8])[Br:9].[C:10](#[N:11])[c:12]1[cH:13][cH:14][c:15](-[c:18]2[cH:19][cH:20][cH:21][cH:22][cH:23]2)[cH:16][cH:17]1.[Cl-:1].[Cl-:3].[Cl-:4].[Cl:24][CH2:25][Cl:26]>>[Br:5][CH2:6][C:7](=[O:8])[c:21]1[cH:20][cH:19][c:18](-[c:15]2[cH:14][cH:13][c:12]([C:10]#[N:11])[cH:17][cH:16]2)[cH:23][cH:22]1. The product is N#Cc1ccc(-c2ccc(C(=O)CBr)cc2)cc1. Starting materials: [Al+3], O=C(Br)CBr, N#Cc1ccc(-c2ccccc2)cc1, [Cl-], [Cl-], [Cl-], ClCCl. Reaction SMILES: [Br:1][c:2]1[cH:3][c:4]([Cl:9])[c:5]([Cl:8])[n:6][cH:7]1.[C:11]([CH3:12])([CH3:13])([CH3:14])[O:15][C:16]([CH2:17][Zn+:18])=[O:19].[CH2:20]1[O:21][CH2:22][CH2:23][CH2:24]1.[Cl-:10]>>[c:2]1([CH2:17][C:16]([O:15][C:11]([CH3:12])([CH3:13])[CH3:14])=[O:19])[cH:3][c:4]([Cl:9])[c:5]([Cl:8])[n:6][cH:7]1. Product: CC(C)(C)OC(=O)Cc1cnc(Cl)c(Cl)c1. Starting materials: Clc1cc(Br)cnc1Cl, CC(C)(C)OC(=O)C[Zn+], C1CCOC1, [Cl-]. Starting materials: COCC1=C(C=2C(=NC=CC2)N1)C (2-methoxymethyl-3-methylpyrrolo[2,3 -b]pyridine), C(C(=O)C1=CC=CC=C1)Cl (phenacyl chloride). The solvent is C(C)#N (acetonitrile). Yields the product Cl.COCC1=C(C=2C(N(C=CC2)CC(=O)C2=CC=CC=C2)=N1)C (2-Methoxymethyl-3-methyl-7-phenacyl pyrrolo[2,3-b]pyridine. Hydrochloride). Yield: 20.4%. Reaction SMILES: [CH3:1][O:2][CH2:3][C:4]1[NH:12][C:7]2=[N:8][CH:9]=[CH:10][CH:11]=[C:6]2[C:5]=1[CH3:13].[CH2:14]([Cl:23])[C:15]([C:17]1[CH:22]=[CH:21][CH:20]=[CH:19][CH:18]=1)=[O:16]>C(#N)C>[ClH:23].[CH3:1][O:2][CH2:3][C:4]1[N:12]=[C:7]2[N:8]([CH2:14][C:15]([C:17]3[CH:22]=[CH:21][CH:20]=[CH:19][CH:18]=3)=[O:16])[CH:9]=[CH:10][CH:11]=[C:6]2[C:5]=1[CH3:13] |f:3.4|. Reported procedure: A solution of 0,13 g (0,74 mmol) 2-methoxymethyl-3-methylpyrrolo[2,3 -b]pyridine and 0,16 g (1,1 mmol) phenacyl chloride in 20 ml acetonitrile was refluxed for 15 h. Working up in the same manner as ex. 17 gave 0,05 g (20%) of the title compound. Reactants: CCOCC, CCO, Cl, N#CCOc1ccc(C(F)(F)F)cc1. Product: Cl, CCOC(=N)COc1ccc(C(F)(F)F)cc1. RXN SMILES: [CH2:19]([O:20][CH2:21][CH3:22])[CH3:23].[CH3:16][CH2:17][OH:18].[ClH:1].[F:2][C:3]([c:4]1[cH:5][cH:6][c:7]([O:8][CH2:9][C:10]#[N:11])[cH:12][cH:13]1)([F:14])[F:15]>>[ClH:1].[F:2][C:3]([c:4]1[cH:5][cH:6][c:7]([O:8][CH2:9][C:10](=[NH:11])[O:18][CH2:17][CH3:16])[cH:12][cH:13]1)([F:14])[F:15]. Starting materials: ClC1=C(C=C2C(C(=CN(C2=N1)CCC#N)C(=O)OCC)=O)F (ethyl 7-chloro-1-(2-cyanoethyl)-6-fluoro-4-oxo-1,4-dihydro-1,8-naphthyridine-3-carboxylate), C(C)(C)(C)OC(=O)N[C@@H]1CNCC1 ((3S)-3-(tert-butoxycarbonylamino)pyrrolidine). Solvent: C(C)#N (acetonitrile). Conditions: temperature 80 celsius, time 2 hour. Yields the product N[C@@H]1CN(CC1)C1=C(C=C2C(C(=CNC2=N1)C(=O)O)=O)F (7-((3S)-3-aminopyrrolidin-1-yl)-6-fluoro-4-oxo-1,4-dihydro-1,8-naphthyridine-3-carboxylic acid). Reaction SMILES: Cl[C:2]1[N:11]=[C:10]2[C:5]([C:6](=[O:21])[C:7]([C:16]([O:18]CC)=[O:17])=[CH:8][N:9]2CCC#N)=[CH:4][C:3]=1[F:22].C(OC([NH:30][C@H:31]1[CH2:35][CH2:34][NH:33][CH2:32]1)=O)(C)(C)C>C(#N)C>[NH2:30][C@H:31]1[CH2:35][CH2:34][N:33]([C:2]2[N:11]=[C:10]3[C:5]([C:6](=[O:21])[C:7]([C:16]([OH:18])=[O:17])=[CH:8][NH:9]3)=[CH:4][C:3]=2[F:22])[CH2:32]1. Reported procedure: A solution of Example 7C (32.4 mg) and (3S)-3-(tert-butoxycarbonylamino)pyrrolidine (55.8 mg) in acetonitrile (1 mL) in a sealed vial was heated for 24 hours then cooled and concentrated. The concentrate was dissolved in 1:1 DMSO/methanol (1 mL) and chromatographed by reverse phase HPLC. The product was suspended in 2-propanol (1 mL), treated with 1M LiOH (1.2 mL), heated at 80° C. for 18 hours in a sealed vial for 24 hours, and concentrated. The concentrate was treated with 10% citric acid to p...